Dataset: the Open Reaction Database (ORD), a public repository of structured organic reaction records. Task: describe an organic reaction: reactants, conditions, products, and yield Solvent: CO (methanol). As a reaction SMILES: [Cl:1][C:2]1[CH:3]=[N:4][CH:5]=[CH:6][CH:7]=1.[BH4-].[Na+].Cl[C:11]([O:13][C:14]1[CH:19]=[CH:18][CH:17]=[CH:16][CH:15]=1)=[O:12].O>CO>[C:14]1([O:13][C:11]([N:4]2[CH:5]=[CH:6][CH:7]=[C:2]([Cl:1])[CH2:3]2)=[O:12])[CH:19]=[CH:18][CH:17]=[CH:16][CH:15]=1 |f:1.2|. Procedure: To a solution of 3-chloro-pyridine (6.0 g, 53 mmol) in methanol (50 mL) was added NaBH4 (2.6 g, 69 mmol) at −78° C., following addition of phenyl chloroformate (8.3 g, 53 mmol) at same temperature. The mixture was stirred at r.t. for 0.5 h. Then water (200 mL) was added slowly into the solution. The precipitate was collected by filtration to give crude product (Yield: 8.2 g, 67%). Conditions: time 0.5 hour. Starting materials: ClC=1C=NC=CC1 (3-chloro-pyridine), [BH4-].[Na+] (NaBH4), O (water), ClC(=O)OC1=CC=CC=C1 (phenyl chloroformate). The yield is 65.7%. Product: C1(=CC=CC=C1)OC(=O)N1CC(=CC=C1)Cl (3-chloro-2H-pyridine-1-carboxylic acid phenyl ester). The reactants are C/C/1=C\CCC(=C)/C=C/[C@@H](CC1)C(C)C (germacrene D). Solvent: CCCCCC (n-hexane). Yields the product CC(C)[C@@H]1CC[C@@]2([C@H]1[C@@H]3[C@H]2CCC3=C)C (β-bourbonene). Isolated yield 92.9%. Reaction SMILES: [CH3:1][C:2]1=[CH:3][CH2:4][CH2:5][C:6]([CH:8]=[CH:9][C@H:10]([CH:13]([CH3:15])[CH3:14])[CH2:11][CH2:12]1)=[CH2:7]>CCCCCC>[CH3:14][CH:13]([C@H:10]1[C@@H:11]2[C@H:12]3[C:2](=[CH2:1])[CH2:3][CH2:4][C@H:5]3[C@:6]2([CH3:7])[CH2:8][CH2:9]1)[CH3:15]. Procedure: 100 g of the essential oil of Solidago altissima L. was distilled under reduced pressure and 14 g of germacrene D was obtained. 14 g of the germacrene D was dissolved in 2.6 l of n-hexane and the solution thus obtained was subjected to internal irradiation with the light of low pressure mercury lamp for 190 hours. 13 g of β-bourbonene was obtained. In the case of the irradiation with the light of high pressure mercury lamp the similar result was obtained. (Note: The above-mentioned irradiation t...